From a dataset of the Open Reaction Database (ORD), a public repository of structured organic reaction records. describe an organic reaction: reactants, conditions, products, and yield Starting materials: CC(C)(C)OC(=O)CBr, COC(C)(C)C, CCCC[N+](CCCC)(CCCC)CCCC, CCCC[N+](CCCC)(CCCC)CCCC, Cc1ccccc1, [I-], [Na+], OCC1CCCC(OC2CCCCO2)C1, [OH-], O, O=S(=O)([O-])O. Product: CC(C)(C)OC(=O)COCC1CCCC(OC2CCCCO2)C1. As a reaction SMILES: [Br:1][CH2:2][C:3](=[O:4])[O:5][C:6]([CH3:7])([CH3:8])[CH3:9].[C:12]([O:13][CH3:14])([CH3:15])([CH3:16])[CH3:17].[CH2:38]([N+:39]([CH2:40][CH2:41][CH2:42][CH3:43])([CH2:44][CH2:45][CH2:46][CH3:47])[CH2:48][CH2:49][CH2:50][CH3:51])[CH2:52][CH2:53][CH3:54].[CH2:56]([N+:57]([CH2:58][CH2:59][CH2:60][CH3:61])([CH2:62][CH2:63][CH2:64][CH3:65])[CH2:66][CH2:67][CH2:68][CH3:69])[CH2:70][CH2:71][CH3:72].[CH3:73][c:74]1[cH:75][cH:76][cH:77][cH:78][cH:79]1.[I-:55].[Na+:11].[O:18]1[CH:19]([O:24][CH:25]2[CH2:26][CH:27]([CH2:31][OH:32])[CH2:28][CH2:29][CH2:30]2)[CH2:20][CH2:21][CH2:22][CH2:23]1.[OH-:10].[OH2:80].[S:33](=[O:34])(=[O:35])([OH:36])[O-:37]>>[CH2:2]([C:3](=[O:4])[O:5][C:6]([CH3:7])([CH3:8])[CH3:9])[O:32][CH2:31][CH:27]1[CH2:26][CH:25]([O:24][CH:19]2[O:18][CH2:23][CH2:22][CH2:21][CH2:20]2)[CH2:30][CH2:29][CH2:28]1. The reactants are FC1=C(C=C(C=C1)C(C)=O)[N+](=O)[O-] (4'-fluoro-3'-nitroacetophenone). The reagents and catalysts are [Ni] (Raney-Nickel). Run in CO (methanol). Yields the product NC=1C=C(C=CC1F)C(C)=O (3'-amino-4'-fluoro-acetophenone). RXN SMILES: [F:1][C:2]1[CH:7]=[CH:6][C:5]([C:8](=[O:10])[CH3:9])=[CH:4][C:3]=1[N+:11]([O-])=O>CO.[Ni]>[NH2:11][C:3]1[CH:4]=[C:5]([C:8](=[O:10])[CH3:9])[CH:6]=[CH:7][C:2]=1[F:1]. Procedure details: 39 g of 4'-fluoro-3'-nitroacetophenone, melting point: 44° C, were hydrogenated in 390 ml of methanol at 20 atm. and 40° C in the presence of Raney-Nickel to give the 3'-amino-4'-fluoro-acetophenone, melting point: 70° C). Reactants: C(C)(C)C1=C(C(=CC=C1)CCl)NC(CC1C2=CC=CC=C2OC=2C=CC=CC12)=O (N-(2-isopropyl-6-chloromethylphenyl)-2-(9H-xanthen-9-yl)acetamide), O1CCCC1 (tetrahydrofuran), O (water). Reagents/catalysts: [N+](=O)([O-])[O-].[Ag+] (silver nitrate). The solvent is CC(=O)C (acetone). Reaction conditions: temperature 60 celsius, time 7 hour. Yields the product C(C)(C)C1=C(C(=CC=C1)CCO)NC(CC1C2=CC=CC=C2OC=2C=CC=CC12)=O (N-(2-Isopropyl-6-hydroxyethylphenyl)-2-(9H-xanthen-9-yl)acetamide). Isolated yield 66.0%. As a reaction SMILES: [CH:1]([C:4]1[CH:9]=[CH:8][CH:7]=[C:6]([CH2:10]Cl)[C:5]=1[NH:12][C:13](=[O:29])[CH2:14][CH:15]1[C:28]2[CH:27]=[CH:26][CH:25]=[CH:24][C:23]=2[O:22][C:21]2[C:16]1=[CH:17][CH:18]=[CH:19][CH:20]=2)([CH3:3])[CH3:2].[O:30]1CCC[CH2:31]1.O>CC(C)=O.[N+]([O-])([O-])=O.[Ag+]>[CH:1]([C:4]1[CH:9]=[CH:8][CH:7]=[C:6]([CH2:10][CH2:31][OH:30])[C:5]=1[NH:12][C:13](=[O:29])[CH2:14][CH:15]1[C:28]2[CH:27]=[CH:26][CH:25]=[CH:24][C:23]=2[O:22][C:21]2[C:16]1=[CH:17][CH:18]=[CH:19][CH:20]=2)([CH3:3])[CH3:2] |f:4.5|. Procedure: 4.24 g (25 mmol) of silver nitrate were added to a solution of 10.14 g (25.0 mmol) N-(2-isopropyl-6-chloromethylphenyl)-2-(9H-xanthen-9-yl)acetamide [prepared as described in step (iv) above] in a mixture of 500 ml of acetone, 100 ml of tetrahydrofuran and 200 ml of water, and the resulting mixture was stirred for 7 hours at 60° C. At the end of this time, the reaction mixture was concentrated by evaporation under reduced pressure, and the concentrate was diluted with ethyl acetate. The diluted ... Yields the product N#Cc1[nH]ncc1[N+](=O)[O-]. The reactants are Cc1ccccc1, O=C(Cl)Cl, ClCCl, Cl, NC(=O)c1[nH]ncc1[N+](=O)[O-], O, c1ccncc1. Reaction SMILES: [CH3:27][c:28]1[cH:29][cH:30][cH:31][cH:32][cH:33]1.[Cl:12][C:13](=[O:14])[Cl:15].[Cl:18][CH2:19][Cl:20].[ClH:17].[N+:1](=[O:2])([O-:3])[c:4]1[cH:5][n:6][nH:7][c:8]1[C:9](=[O:10])[NH2:11].[OH2:16].[cH:21]1[cH:22][cH:23][n:24][cH:25][cH:26]1>>[N+:1](=[O:2])([O-:3])[c:4]1[cH:5][n:6][nH:7][c:8]1[C:9]#[N:11]. Reactants: N1C=NC2=C1C=CC(=C2)CNC2=NC=CC(=N2)NC2=NNC(=C2)[C@H]2[C@@H](C2)C2=CC=CC=C2 (N2-(1H-Benzimidazol-5-ylmethyl)-N4-[5-[(trans)-2-phenylcyclopropyl]-1H-pyrazol-3-yl]pyrimidine-2,4-diamine), O1C(CCCC1)N1C=NC2=C1C=CC(=C2)CN ((1-(tetrahydro-2H-pyran-2-yl)-1H-benzo[d]imidazol-5-yl)methanamine). Yields the product N1C=NC2=C1C=CC(=C2)[C@H](C)NC2=NC=CC(=N2)NC2=NNC(=C2)[C@H]2[C@@H](C2)C2=CC=CC=C2 (N2—((S)-1-(1H-benzo[d]imidazol-5-yl)ethyl)-N4-(5-((trans)-2-phenylcyclopropyl)-1H-pyrazol-3-yl)pyrimidine-2,4-diamine). Reaction SMILES: [NH:1]1[C:5]2[CH:6]=[CH:7][C:8]([CH2:10][NH:11][C:12]3[N:17]=[C:16]([NH:18][C:19]4[CH:23]=[C:22]([C@@H:24]5[CH2:26][C@H:25]5[C:27]5[CH:32]=[CH:31][CH:30]=[CH:29][CH:28]=5)[NH:21][N:20]=4)[CH:15]=[CH:14][N:13]=3)=[CH:9][C:4]=2[N:3]=[CH:2]1.O1CCCC[CH:34]1N1C2C=CC(CN)=CC=2N=C1>>[NH:1]1[C:5]2[CH:6]=[CH:7][C:8]([C@@H:10]([NH:11][C:12]3[N:17]=[C:16]([NH:18][C:19]4[CH:23]=[C:22]([C@@H:24]5[CH2:26][C@H:25]5[C:27]5[CH:28]=[CH:29][CH:30]=[CH:31][CH:32]=5)[NH:21][N:20]=4)[CH:15]=[CH:14][N:13]=3)[CH3:34])=[CH:9][C:4]=2[N:3]=[CH:2]1. Procedure details: N2-(1H-Benzimidazol-5-ylmethyl)-N4-[5-[(trans)-2-phenylcyclopropyl]-1H-pyrazol-3-yl]pyrimidine-2,4-diamine (I-27) prepared analogously starting from 91 and condensing with (1-(tetrahydro-2H-pyran-2-yl)-1H-benzo[d]imidazol-5-yl)methanamine (28) and subsequently removing the pyran in accord with the procedure in steps 6 and 7 of example 1.